From a dataset of the Open Reaction Database (ORD), a public repository of structured organic reaction records. describe an organic reaction: reactants, conditions, products, and yield The reactants are CC(C)(C)OC(=O)N1C(Cc2ccc(O)cc2)COC1(C)C, O=C([O-])[O-], CN(C)CC(=O)O, ClCCl, [Cs+], [Cs+], COc1ccc(I)cc1, C1COCCO1. The product is COc1ccc(Oc2ccc(CC3COC(C)(C)N3C(=O)OC(C)(C)C)cc2)cc1. RXN SMILES: [C:1]([CH3:2])([CH3:3])([CH3:4])[O:5][C:6](=[O:7])[N:8]1[C:9]([CH3:21])([CH3:22])[O:10][CH2:11][CH:12]1[CH2:13][c:14]1[cH:15][cH:16][c:17]([OH:20])[cH:18][cH:19]1.[C:39](=[O:40])([O-:41])[O-:42].[CH3:32][N:33]([CH2:34][C:35](=[O:36])[OH:37])[CH3:38].[Cl:51][CH2:52][Cl:53].[Cs+:43].[Cs+:44].[I:23][c:24]1[cH:25][cH:26][c:27]([O:30][CH3:31])[cH:28][cH:29]1.[O:45]1[CH2:46][CH2:47][O:48][CH2:49][CH2:50]1>>[C:1]([CH3:2])([CH3:3])([CH3:4])[O:5][C:6](=[O:7])[N:8]1[C:9]([CH3:21])([CH3:22])[O:10][CH2:11][CH:12]1[CH2:13][c:14]1[cH:15][cH:16][c:17]([O:20][c:24]2[cH:25][cH:26][c:27]([O:30][CH3:31])[cH:28][cH:29]2)[cH:18][cH:19]1. Starting materials: Cl.NO (hydroxylamine hydrochloride), C([O-])([O-])=O.[Na+].[Na+] (sodium carbonate), COC=1C=CC2=C(C(=NO2)CC#N)C1 (5-methoxy-1,2-benzisoxazole-3-acetonitrile). Solvent: O (water), C(C)O (ethanol). Product: COC=1C=CC2=C(C(=NO2)CC(N)=NO)C1 (5-Methoxy-1,2-benzisoxazole-3-acetamidoxime). The yield is 76.6%. RXN SMILES: [CH3:1][O:2][C:3]1[CH:4]=[CH:5][C:6]2[O:10][N:9]=[C:8]([CH2:11][C:12]#[N:13])[C:7]=2[CH:14]=1.Cl.[NH2:16][OH:17].C(=O)([O-])[O-].[Na+].[Na+]>C(O)C.O>[CH3:1][O:2][C:3]1[CH:4]=[CH:5][C:6]2[O:10][N:9]=[C:8]([CH2:11][C:12](=[N:16][OH:17])[NH2:13])[C:7]=2[CH:14]=1 |f:1.2,3.4.5|. Reported procedure: In ethanol (20 ml) was dissolved 5-methoxy-1,2-benzisoxazole-3-acetonitrile (2.0 g) and thereto was added a solution of hydroxylamine hydrochloride (0.88 g) and sodium carbonate (1.34 g) in water (10 ml). After heating the mixture on water bath at 70° to 80°C for 3 hours, ethanol was distilled off under a reduced pressure. To the residue was added water and the precipitated crystallines were separated by filtration, washed with water and dried to give the desired compound (1.8 g), which was recr... Reactants: O=C([O-])[O-], CCOC(=O)C(C)(C)Oc1ccc(O)cc1C, CC#N, Cc1nc(-c2cccc(C(F)(F)F)c2)ccc1CCl, [Cs+], [Cs+]. Product: CCOC(=O)C(C)(C)Oc1ccc(OCc2ccc(-c3cccc(C(F)(F)F)c3)nc2C)cc1C. RXN SMILES: [C:37](=[O:38])([O-:39])[O-:40].[CH2:1]([CH3:2])[O:3][C:4]([C:5]([CH3:6])([CH3:7])[O:8][c:9]1[c:10]([CH3:16])[cH:11][c:12]([OH:15])[cH:13][cH:14]1)=[O:17].[CH3:43][C:44]#[N:45].[Cl:18][CH2:19][c:20]1[c:21]([CH3:36])[n:22][c:23](-[c:26]2[cH:27][c:28]([C:32]([F:33])([F:34])[F:35])[cH:29][cH:30][cH:31]2)[cH:24][cH:25]1.[Cs+:41].[Cs+:42]>>[CH2:1]([CH3:2])[O:3][C:4]([C:5]([CH3:6])([CH3:7])[O:8][c:9]1[c:10]([CH3:16])[cH:11][c:12]([O:15][CH2:19][c:20]2[c:21]([CH3:36])[n:22][c:23](-[c:26]3[cH:27][c:28]([C:32]([F:33])([F:34])[F:35])[cH:29][cH:30][cH:31]3)[cH:24][cH:25]2)[cH:13][cH:14]1)=[O:17]. The reactants are CNC(=O)c1cccc(F)c1Nc1nc(Cl)ncc1Cl, CC(C)CN1C(=O)CCC(C)(C)c2ccc(N)cc21. Product: CNC(=O)c1cccc(F)c1Nc1nc(Nc2ccc3c(c2)N(CC(C)C)C(=O)CCC3(C)C)ncc1Cl. Reaction SMILES: [Cl:20][c:21]1[n:22][cH:23][c:24]([Cl:39])[c:25]([NH:27][c:28]2[c:29]([C:30](=[O:31])[NH:32][CH3:33])[cH:34][cH:35][cH:36][c:37]2[F:38])[n:26]1.[NH2:1][c:2]1[cH:3][cH:4][c:5]2[c:6]([cH:19]1)[N:7]([CH2:15][CH:16]([CH3:17])[CH3:18])[C:8](=[O:14])[CH2:9][CH2:10][C:11]2([CH3:12])[CH3:13]>>[NH:1]([c:2]1[cH:3][cH:4][c:5]2[c:6]([cH:19]1)[N:7]([CH2:15][CH:16]([CH3:17])[CH3:18])[C:8](=[O:14])[CH2:9][CH2:10][C:11]2([CH3:12])[CH3:13])[c:21]1[n:22][cH:23][c:24]([Cl:39])[c:25]([NH:27][c:28]2[c:29]([C:30](=[O:31])[NH:32][CH3:33])[cH:34][cH:35][cH:36][c:37]2[F:38])[n:26]1. As a reaction SMILES: [Cl:1][C:2]1[CH:3]=[C:4]([CH:19]=[CH:20][C:21]=1[Cl:22])[CH2:5][CH:6]1[C:15]2[C:10](=[CH:11][CH:12]=[C:13]([O:16]C)[CH:14]=2)[CH2:9][CH2:8][CH:7]1[NH2:18].[OH-].[Na+]>ClCCl>[NH2:18][CH:7]1[CH:6]([CH2:5][C:4]2[CH:19]=[CH:20][C:21]([Cl:22])=[C:2]([Cl:1])[CH:3]=2)[C:15]2[CH:14]=[C:13]([OH:16])[CH:12]=[CH:11][C:10]=2[CH2:9][CH2:8]1 |f:1.2|. Procedure details: 1-(3,4-Dichlorobenzyl)-7-methoxy-1,2,3,4-tetrahydronaphthalen-2-amine (10 g, 26.8 mmol, cf. example 3.2 were dissolved in dichloromethane (240 mL). The suspension was cooled to −10° C. and a 1 M solution of bortribromide in dichloromethane (80 mL, 80 mmol). The solution was allowed to warm to room temperature and stirring was continued for 3 h. The reaction mixture was poured on ice (1 L). The aqueous layer was made alkaline (pH 10) with 2N sodium hydroxide solution. The layers were separated. T... Starting materials: ClC=1C=C(CC2C(CCC3=CC=C(C=C23)OC)N)C=CC1Cl (1-(3,4-Dichlorobenzyl)-7-methoxy-1,2,3,4-tetrahydronaphthalen-2-amine), solution, [OH-].[Na+] (sodium hydroxide). Solvent: ClCCl (dichloromethane), ClCCl (dichloromethane). Reaction conditions: temperature -10 celsius, time 3 hour. Yields the product NC1CCC=2C=CC(=CC2C1CC1=CC(=C(C=C1)Cl)Cl)O (7-Amino-8-(3,4-dichlorobenzyl)-5,6,7,8-tetrahydronaphthalen-2-ol). Reactants: [Li]CCCC, CON(C)C(=O)c1ccc2nnn(C)c2c1, Cc1cccc(C)n1, C1CCOC1. Yields the product Cc1cccc(CC(=O)c2ccc3nnn(C)c3c2)n1. Reaction SMILES: [CH2:9]([Li:10])[CH2:11][CH2:12][CH3:13].[CH3:14][O:15][N:16]([C:17](=[O:18])[c:19]1[cH:20][c:21]2[c:22]([n:23][n:24][n:25]2[CH3:26])[cH:27][cH:28]1)[CH3:29].[CH3:1][c:2]1[cH:3][cH:4][cH:5][c:6]([CH3:7])[n:8]1.[O:30]1[CH2:31][CH2:32][CH2:33][CH2:34]1>>[CH2:1]([c:2]1[cH:3][cH:4][cH:5][c:6]([CH3:7])[n:8]1)[C:17](=[O:18])[c:19]1[cH:20][c:21]2[c:22]([n:23][n:24][n:25]2[CH3:26])[cH:27][cH:28]1. The reactants are COC(=O)C1CCOc2cc(Oc3ccc(C(=O)NC4CCc5ccccc5C4)cc3)c(C#N)cc21, C1CCOC1, CO, CCOC(C)=O, Cl, [Na+], [OH-]. The product is N#Cc1cc2c(cc1Oc1ccc(C(=O)NC3CCc4ccccc4C3)cc1)OCCC2C(=O)O. As a reaction SMILES: [CH2:1]1[CH:2]([NH:11][C:12](=[O:13])[c:14]2[cH:15][cH:16][c:17]([O:18][c:19]3[c:20]([C:33]#[N:34])[cH:21][c:22]4[c:27]([cH:28]3)[O:26][CH2:25][CH2:24][CH:23]4[C:29](=[O:30])[O:31][CH3:32])[cH:35][cH:36]2)[CH2:3][CH2:4][c:5]2[cH:6][cH:7][cH:8][cH:9][c:10]21.[CH2:41]1[O:42][CH2:43][CH2:44][CH2:45]1.[CH3:39][OH:40].[CH3:46][CH2:47][O:48][C:49](=[O:50])[CH3:51].[ClH:52].[Na+:38].[OH-:37]>>[CH2:1]1[CH:2]([NH:11][C:12](=[O:13])[c:14]2[cH:15][cH:16][c:17]([O:18][c:19]3[c:20]([C:33]#[N:34])[cH:21][c:22]4[c:27]([cH:28]3)[O:26][CH2:25][CH2:24][CH:23]4[C:29](=[O:30])[OH:31])[cH:35][cH:36]2)[CH2:3][CH2:4][c:5]2[cH:6][cH:7][cH:8][cH:9][c:10]21.